This data is from the Open Reaction Database (ORD), a public repository of structured organic reaction records. The task is: describe an organic reaction: reactants, conditions, products, and yield Reactants: C(C)OP(OCC)(=O)C(=CC1CCOCC1)C#N ([1-cyano-2-(tetrahydro-pyran-4-yl)-vinyl]-phosphonic acid diethyl ester), [BH4-].[Na+] (sodium borohydride), [OH-].[Na+] (NaOH), C(C)(=O)OCC (ethyl acetate). The solvent is CO (methanol). Reaction conditions: time 2 hour. Yields the product C(C)OP(OCC)(=O)C(CC1CCOCC1)C#N ([1-Cyano-2-(tetrahydro-pyran-4-yl)-ethyl]-phosphonic acid diethyl ester). RXN SMILES: [CH2:1]([O:3][P:4]([C:9]([C:17]#[N:18])=[CH:10][CH:11]1[CH2:16][CH2:15][O:14][CH2:13][CH2:12]1)(=[O:8])[O:5][CH2:6][CH3:7])[CH3:2].[BH4-].[Na+].[OH-].[Na+].C(OCC)(=O)C>CO>[CH2:1]([O:3][P:4]([CH:9]([C:17]#[N:18])[CH2:10][CH:11]1[CH2:12][CH2:13][O:14][CH2:15][CH2:16]1)(=[O:8])[O:5][CH2:6][CH3:7])[CH3:2] |f:1.2,3.4|. Procedure: To a solution of [1-cyano-2-(tetrahydro-pyran-4-yl)-vinyl]-phosphonic acid diethyl ester (7.45 g, 27.1 mmol) in methanol (200 mL) was added sodium borohydride (5 g, 135 mmol, 5 pellets), portion wise over 1.5 hours. The resulting mixture was stirred an additional 2 hours. The solvent was evaporated in vacuo to yield an oil, to which was added 0.1N NaOH and ethyl acetate. The layers were separated, and the organic layer was dried with MgSO4 and filtered. The solvent was removed to yield an oil wh...